Dataset: the Open Reaction Database (ORD), a public repository of structured organic reaction records. Task: describe an organic reaction: reactants, conditions, products, and yield RXN SMILES: [CH2:1]([O:3][P:4]([CH2:9][C:10]1[CH:15]=[CH:14][C:13]([NH:16][C:17]2[N:22]=[C:21]([NH:23][C:24]3[CH:32]=[CH:31][C:30]([C@H:33]4[CH2:38][CH2:37][C@H:36]([OH:39])[CH2:35][CH2:34]4)=[C:29]4[C:25]=3[C:26](=[O:41])[N:27]([CH3:40])[CH2:28]4)[C:20]([C:42]([F:45])([F:44])[F:43])=[CH:19][N:18]=2)=[C:12]([O:46][CH3:47])[CH:11]=1)(=[O:8])[O:5][CH2:6][CH3:7])[CH3:2].[C:48]([O:52][P:53](N(CC)CC)[O:54][C:55]([CH3:58])([CH3:57])[CH3:56])([CH3:51])([CH3:50])[CH3:49].N1C=NN=N1.C1C=C(Cl)C=C(C(OO)=[O:77])C=1>C(Cl)Cl>[CH2:1]([O:3][P:4]([CH2:9][C:10]1[CH:15]=[CH:14][C:13]([NH:16][C:17]2[N:22]=[C:21]([NH:23][C:24]3[CH:32]=[CH:31][C:30]([C@H:33]4[CH2:34][CH2:35][C@H:36]([O:39][P:53]([O:52][C:48]([CH3:49])([CH3:50])[CH3:51])([O:54][C:55]([CH3:56])([CH3:57])[CH3:58])=[O:77])[CH2:37][CH2:38]4)=[C:29]4[C:25]=3[C:26](=[O:41])[N:27]([CH3:40])[CH2:28]4)[C:20]([C:42]([F:43])([F:44])[F:45])=[CH:19][N:18]=2)=[C:12]([O:46][CH3:47])[CH:11]=1)(=[O:8])[O:5][CH2:6][CH3:7])[CH3:2]. The solvent is C(Cl)Cl (DCM). The yield is 29.5%. Yields the product C(C)OP(OCC)(=O)CC1=CC(=C(C=C1)NC1=NC=C(C(=N1)NC1=C2C(N(CC2=C(C=C1)[C@@H]1CC[C@H](CC1)OP(=O)(OC(C)(C)C)OC(C)(C)C)C)=O)C(F)(F)F)OC (diethyl[4-({4-[(7-{trans-4-[(di-tert-butoxyphosphoryl)oxy]cyclohexyl}-2-methyl-3-oxo-2,3-dihydro-1H-isoindol-4-yl)amino]-5-(trifluoromethyl)pyrimidin-2-yl}amino)-3-methoxybenzyl]phosphonate). Reaction conditions: temperature -78 celsius, time 14 hour. Reported procedure: A solution of diethyl(4-{[4-{[7-(trans-4-hydroxycyclohexyl)-2-methyl-3-oxo-2,3-dihydro-1H-isoindol-4-yl]amino}-5-(trifluoromethyl)pyrimidin-2-yl]amino}-3-methoxybenzyl)phosphonate (100.0 mg, 0.15 mmol), di(tert-butyl)N,N-diethylphosphoramidite (367.9 mg, 1.48 mmol), and 1H-tetrazole (113.7 mg, 1.62 mmol) in DCM (5 mL) was stirred at rt for 18 h. The mixture was then cooled to −78° C. and mCPBA (43.65 mg, 0.18 mmol) was added. The resulting mixture was allowed to warm to rt during 1 h, and stirre... Starting materials: C1=CC(=CC(=C1)Cl)C(=O)OO (mCPBA), C(C)OP(OCC)(=O)CC1=CC(=C(C=C1)NC1=NC=C(C(=N1)NC1=C2C(N(CC2=C(C=C1)[C@@H]1CC[C@H](CC1)O)C)=O)C(F)(F)F)OC (diethyl(4-{[4-{[7-(trans-4-hydroxycyclohexyl)-2-methyl-3-oxo-2,3-dihydro-1H-isoindol-4-yl]amino}-5-(trifluoromethyl)pyrimidin-2-yl]amino}-3-methoxybenzyl)phosphonate), C(C)(C)(C)OP(OC(C)(C)C)N(CC)CC (di(tert-butyl)N,N-diethylphosphoramidite), N1N=NN=C1 (1H-tetrazole). The reactants are C[Sn](C)(C)Cl (trimethyltin chloride), CNS(=O)(=O)C1=C(C=CC=C1)C (N,2-dimethylbenzenesulfonamide), C(CCC)[Li] (n-Butyllithium), hexanes, Cl (HCl). Run in O1CCCC1 (tetrahydrofuran), O1CCCC1 (tetrahydrofuran). Conditions: time 2 hour. The product is C1(=CC=CC=C1)S(=O)(=O)N (benzenesulfonamide). Isolated yield 108.1%. RXN SMILES: C[NH:2][S:3]([C:6]1[CH:11]=[CH:10][CH:9]=[CH:8][C:7]=1C)(=[O:5])=[O:4].C([Li])CCC.C[Sn](Cl)(C)C.Cl>O1CCCC1>[C:6]1([S:3]([NH2:2])(=[O:5])=[O:4])[CH:11]=[CH:10][CH:9]=[CH:8][CH:7]=1. Procedure: A solution of N,2-dimethylbenzenesulfonamide (3.70 g, 20.0 mmol) in dry tetrahydrofuran (75 ml) was cooled to -78° with stirring under nitrogen. n-Butyllithium in hexanes (1.6 M, 28 ml, 44 mmol) was added dropwise over 1/2 hour. After 2 hours at -78°, a solution of trimethyltin chloride (4.42 g, 22.0 mmol) in dry tetrahydrofuran (20 ml) was added dropwise. The reaction mixture was allowed to warm to 0° over 1 hour, and then 5% HCl (50 ml) was added dropwise at a rate to maintain an internal temp... The reactants are O (water), BrCC(=O)OC(C)(C)C (tert-butyl bromoacetate), C(=O)([O-])[O-].[K+].[K+] (K2CO3), COC(C1=C(C(=C(C=C1)OC)OC)O)=O (2-Hydroxy-3,4-dimethoxy-benzoic acid methyl ester). Run in CN1CCCC1=O (NMP). Run at temperature 50 celsius. Product: COC(C1=C(C(=C(C=C1)OC)OC)OCC(=O)OC(C)(C)C)=O (2-tert-butoxycarbonylmethoxy-3,4-dimethoxy-benzoic acid methyl ester). As a reaction SMILES: [CH3:1][O:2][C:3](=[O:15])[C:4]1[CH:9]=[CH:8][C:7]([O:10][CH3:11])=[C:6]([O:12][CH3:13])[C:5]=1[OH:14].Br[CH2:17][C:18]([O:20][C:21]([CH3:24])([CH3:23])[CH3:22])=[O:19].C([O-])([O-])=O.[K+].[K+].O>CN1C(=O)CCC1>[CH3:1][O:2][C:3](=[O:15])[C:4]1[CH:9]=[CH:8][C:7]([O:10][CH3:11])=[C:6]([O:12][CH3:13])[C:5]=1[O:14][CH2:17][C:18]([O:20][C:21]([CH3:24])([CH3:23])[CH3:22])=[O:19] |f:2.3.4|. Procedure details: Methyl 2,3,4-trimethoxybenzoic acid (25.7 g, 114 mmol) was dissolved in DCM (25 mL) under argon. BCl3 (133 mL of an 1M solution in DCM, 133 mmol) was added dropwise and the reaction mixture was left at it for 2 hours. EtOH (200 mL) was added and the reaction mixture was stirred for 2 hours. Filter the precipitate and recryst. from EtOAc-petrol ether to provide 6 g (25%) of 2-hydroxy-3,4-dimethoxy-benzoic acid methyl ester as a white solid. 1H NMR (CDCl3) δ=10.90 (1H, s), 7.59 (1H, d), 6.48 (1H, ...